This data is from the Open Reaction Database (ORD), a public repository of structured organic reaction records. The task is: describe an organic reaction: reactants, conditions, products, and yield The reactants are COC1=C(C=C(C=C1)C1=NN(C=C1Br)C)C (3-(4-methoxy-3-methyl-phenyl)-4-bromo-1-methyl-1H-pyrazole), O1CCOCC1 (1,4-dioxane), CB(O)O (methylboronic acid), P(=O)([O-])([O-])[O-].[K+].[K+].[K+] (potassium phosphate). The reagents and catalysts are ClCCl.[Pd](Cl)Cl.C1(=CC=CC=C1)P([C-]1C=CC=C1)C1=CC=CC=C1.[C-]1(C=CC=C1)P(C1=CC=CC=C1)C1=CC=CC=C1.[Fe+2] (1,1′-bis(diphenylphosphino)ferrocene-palladium(II) dichloride dichloromethane). Run in O (water). Product: COC1=C(C=C(C=C1)C1=NN(C=C1C)C)C (3-(4-methoxy-3-methyl-phenyl)-1,4-dimethyl-1H-pyrazole). As a reaction SMILES: [CH3:1][O:2][C:3]1[CH:8]=[CH:7][C:6]([C:9]2[C:13](Br)=[CH:12][N:11]([CH3:15])[N:10]=2)=[CH:5][C:4]=1[CH3:16].O1CCOC[CH2:18]1.CB(O)O.P([O-])([O-])([O-])=O.[K+].[K+].[K+]>ClCCl.[Pd](Cl)Cl.C1(P(C2C=CC=CC=2)[C-]2C=CC=C2)C=CC=CC=1.[C-]1(P(C2C=CC=CC=2)C2C=CC=CC=2)C=CC=C1.[Fe+2].O>[CH3:1][O:2][C:3]1[CH:8]=[CH:7][C:6]([C:9]2[C:13]([CH3:18])=[CH:12][N:11]([CH3:15])[N:10]=2)=[CH:5][C:4]=1[CH3:16] |f:3.4.5.6,7.8.9.10.11|. Procedure details: A mixture of 3-(4-methoxy-3-methyl-phenyl)-4-bromo-1-methyl-1H-pyrazole (described in Reference Preparation example 55) 3.9 g, 1,4-dioxane 80 ml, water 20 ml, methylboronic acid 3.3 g, 1,1′-bis(diphenylphosphino)ferrocene-palladium(II) dichloride dichloromethane adducts 1.4 g and potassium phosphate 11.8 g was stirred with heating under reflux for six hours. The reaction mixture was extracted with ethyl acetate. The organic layer was washed with water, and was dried over anhydrous magnesium sulf... Starting materials: COc1ccc(Cn2nnc3c2C(=O)c2cnncc2C3=O)cc1, O=C(O)C(F)(F)F. Product: O=C1c2cnncc2C(=O)c2[nH]nnc21. As a reaction SMILES: [CH3:1][O:2][c:3]1[cH:4][cH:5][c:6]([CH2:7][n:8]2[n:9][n:10][c:11]3[c:12]2[C:13](=[O:22])[c:14]2[cH:15][n:16][n:17][cH:18][c:19]2[C:20]3=[O:21])[cH:23][cH:24]1.[F:25][C:26]([F:27])([F:28])[C:29]([OH:30])=[O:31]>>[nH:8]1[n:9][n:10][c:11]2[c:12]1[C:13](=[O:22])[c:14]1[cH:15][n:16][n:17][cH:18][c:19]1[C:20]2=[O:21]. Starting materials: C([O-])(O)=O.[Na+] (sodium bicarbonate), O (Water), C(C)(C)(C)OC(N[C@@H]1C(N[C@@H]([C@@H](C1)C1=CC=CC=C1)C)=NCC(CC(F)(F)F)O)=O (tert-butyl{(3S,5S,6R)-6-methyl-5-phenyl-2-[(4,4,4-trifluoro-2-hydroxybutyl)imino]piperidine-3-yl}carbamate), [Cr](=O)(=O)([O-])O[Cr](=O)(=O)[O-].[NH+]1=CC=CC=C1.[NH+]1=CC=CC=C1 (pyridinium dichromate), [Cr](=O)(=O)([O-])O[Cr](=O)(=O)[O-].[NH+]1=CC=CC=C1.[NH+]1=CC=CC=C1 (Pyridinium dichromate). Run in C(C)#N (acetonitrile). Run at temperature 70 celsius, time 45 minute. The product is C(C)(C)(C)OC(N[C@@H]1C=2N([C@@H]([C@@H](C1)C1=CC=CC=C1)C)C(=CN2)CC(F)(F)F)=O (tert-Butyl[(5R,6S,8S)-5-methyl-6-phenyl-3-(2,2,2-trifluoroethyl)-5,6,7,8-tetrahydroimidazo[1,2-a]pyridine-8-yl]carbamate). Isolated yield 20.8%. As a reaction SMILES: [C:1]([O:5][C:6](=[O:30])[NH:7][C@H:8]1[CH2:13][C@@H:12]([C:14]2[CH:19]=[CH:18][CH:17]=[CH:16][CH:15]=2)[C@@H:11]([CH3:20])[NH:10][C:9]1=[N:21][CH2:22][CH:23](O)[CH2:24][C:25]([F:28])([F:27])[F:26])([CH3:4])([CH3:3])[CH3:2].[Cr](O[Cr]([O-])(=O)=O)([O-])(=O)=O.[NH+]1C=CC=CC=1.[NH+]1C=CC=CC=1.C(=O)(O)[O-].[Na+].O>C(#N)C>[C:1]([O:5][C:6](=[O:30])[NH:7][C@H:8]1[CH2:13][C@@H:12]([C:14]2[CH:19]=[CH:18][CH:17]=[CH:16][CH:15]=2)[C@@H:11]([CH3:20])[N:10]2[C:23]([CH2:24][C:25]([F:28])([F:27])[F:26])=[CH:22][N:21]=[C:9]12)([CH3:4])([CH3:3])[CH3:2] |f:1.2.3,4.5|. Procedure: To a solution of tert-butyl{(3S,5S,6R)-6-methyl-5-phenyl-2-[(4,4,4-trifluoro-2-hydroxybutyl)imino]piperidine-3-yl}carbamate (100 mg, 0.23 mmol) in acetonitrile (4.7 mL) was added pyridinium dichromate (440 mg, 1.17 mmol), and the mixture was stirred 45 min at 70° C. Pyridinium dichromate (440 mg, 1.17 mmol) was added, and the mixture was stirred 30 min at 70° C. The mixture was cooled to ambient temperature and saturated aqueous sodium bicarbonate was added. Water was added, and the mixture was ... The reactants are [Mg] (magnesium), CC(CCOC1=CC=2C(C3=CC=CC=C3C2C=C1)=O)CCCC(CCCC(C)C)C (2-(3′,7′,11′-trimethyldodecyloxy)-9-fluorenone), II (iodine), BrC1=CC=CC=C1 (bromobenzene). The solvent is C1CCOC1 (THF). Conditions: temperature 40 celsius, time 4 hour. The product is CC(CCOC1=CC=2C(C3=CC=CC=C3C2C=C1)(O)C1=CC=CC=C1)CCCC(CCCC(C)C)C (2-(3′,7′,11′-trimethyldodecyloxy)-9-phenylfluoren-9-ol). The yield is 50.0%. RXN SMILES: [Mg].II.Br[C:5]1[CH:10]=[CH:9][CH:8]=[CH:7][CH:6]=1.[CH3:11][CH:12]([CH2:30][CH2:31][CH2:32][CH:33]([CH3:40])[CH2:34][CH2:35][CH2:36][CH:37]([CH3:39])[CH3:38])[CH2:13][CH2:14][O:15][C:16]1[CH:28]=[CH:27][C:26]2[C:25]3[C:20](=[CH:21][CH:22]=[CH:23][CH:24]=3)[C:19](=[O:29])[C:18]=2[CH:17]=1>C1COCC1>[CH3:11][CH:12]([CH2:30][CH2:31][CH2:32][CH:33]([CH3:40])[CH2:34][CH2:35][CH2:36][CH:37]([CH3:39])[CH3:38])[CH2:13][CH2:14][O:15][C:16]1[CH:28]=[CH:27][C:26]2[C:25]3[C:20](=[CH:21][CH:22]=[CH:23][CH:24]=3)[C:19]([C:5]3[CH:10]=[CH:9][CH:8]=[CH:7][CH:6]=3)([OH:29])[C:18]=2[CH:17]=1. Procedure: Under a nitrogen atmosphere, magnesium (280 mg, 11.5 mmol) was suspended in dehydrated THF (2 ml), iodine (45 mg, 0.18 mmol) was added, bromobenzene (390 μl, 3.70 mmol) was slowly added dropwise, and the suspension was stirred at 40° C. for 4 hr. To the reaction mixture was added the aforementioned 2-(3′,7′,11′-trimethyldodecyloxy)-9-fluorenone (300 mg, 0.74 mmol), and the mixture was stirred at 50° C. overnight. The reaction mixture was cooled to room temperature, and the reaction was quenched ... The reactants are OCCN(C)CC1=C2C=CNC2=CC=C1O (4-{[(2-Hydroxy-ethyl)-methyl-amino]-methyl}-1H-indol-5-ol), OCCN(C)CC1=C2C=CNC2=CC=C1O (4-{[(2-Hydroxy-ethyl)-methyl-amino]-methyl}-1H-indol-5-ol), N(=NC(=O)N(C)C)C(=O)N(C)C (1,1′-Azobis(N,N-dimethylformamide)), C1(=CC=CC=C1)P(C1=CC=CC=C1)C1=CC=CC=C1 (triphenylphosphine). Solvent: C1CCOC1 (THF). Conditions: time 8 hour. Product: CN1CCOC=2C(=C3C=CNC3=CC2)C1 (2-Methyl-1,3,4,8-tetrahydro-2H-[1,4]oxazepino[6,7-e]indole). The yield is 33.6%. As a reaction SMILES: O[CH2:2][CH2:3][N:4]([CH2:6][C:7]1[C:15]([OH:16])=[CH:14][CH:13]=[C:12]2[C:8]=1[CH:9]=[CH:10][NH:11]2)[CH3:5].N(C(N(C)C)=O)=NC(N(C)C)=O.C1(P(C2C=CC=CC=2)C2C=CC=CC=2)C=CC=CC=1>C1COCC1>[CH3:5][N:4]1[CH2:6][C:7]2=[C:8]3[C:12](=[CH:13][CH:14]=[C:15]2[O:16][CH2:2][CH2:3]1)[NH:11][CH:10]=[CH:9]3. Reported procedure: 4-{[(2-Hydroxy-ethyl)-methyl-amino]-methyl}-1H-indol-5-ol (Intermediate 5, 0.44 g, 2.0 mmol), 1,1′-Azobis(N,N-dimethylformamide) (0.52 mg, 3.0 mmol) and triphenylphosphine (0.79 mg, 3.0 mmol) was dissolved in THF (10 mL) and stirred at room temperature overnight. The mixture was evaporated and the crude material was purified by flash chromatography on silica gel using a MeOH-ethylacetate gradient, 4-32% MeOH, to give 136 mg of the title compound. MS m/z 203 [M+H]+. The reactants are CC(=O)CCC(=O)O, CCCCCCCCN, [NH4+], O. The product is CCCCCCCCN1C(=O)CCC1C. RXN SMILES: [C:2]([CH2:3][CH2:4][C:5]([CH3:7])=[O:8])(=[O:6])[OH:9].[CH2:10]([CH2:11][CH2:12][CH2:13][CH2:14][CH2:15][CH2:16][CH3:17])[NH2:18].[NH4+:1].[OH2:19]>>[C:2]1(=[O:9])[CH2:3][CH2:4][CH:5]([CH3:7])[N:18]1[CH2:10][CH2:11][CH2:12][CH2:13][CH2:14][CH2:15][CH2:16][CH3:17].